From a dataset of the Open Reaction Database (ORD), a public repository of structured organic reaction records. describe an organic reaction: reactants, conditions, products, and yield Starting materials: O1C(=CC=C1)C(CC#CCCCC(=O)OC)O (methyl 8-(2-furyl)-8-hydroxy-5-octynoate), [OH-].[K+] (potassium hydroxide). Run in CO (methanol). Conditions: temperature 0 celsius. Yields the product O1C(=CC=C1)C(CC#CCCCC(=O)O)O (8-(2-Furyl)-8-hydroxy-5-octynoic acid). Yield: 98.7%. Reaction SMILES: [O:1]1[CH:5]=[CH:4][CH:3]=[C:2]1[CH:6]([OH:17])[CH2:7][C:8]#[C:9][CH2:10][CH2:11][CH2:12][C:13]([O:15]C)=[O:14].[OH-].[K+]>CO>[O:1]1[CH:5]=[CH:4][CH:3]=[C:2]1[CH:6]([OH:17])[CH2:7][C:8]#[C:9][CH2:10][CH2:11][CH2:12][C:13]([OH:15])=[O:14] |f:1.2|. Procedure: To a stirred solution of 4.73 g of methyl 8-(2-furyl)-8-hydroxy-5-octynoate in 60 ml of methanol was added 4 ml of 1 N potassium hydroxide. This mixture was stirred at reflux for one hour, then cooled and concentrated. The residue was partitioned between water and ether. The aqueous layer was separated, cooled to 0° C. and acidified with 1 N hydrochloric acid, then saturated with sodium chloride and extracted with ether. The ether extract was washed with brine, dried and concentrated, giving 4.3... The reactants are OC1=NC=CC2=C(C=CC=C12)O (1,5-dihydroxyisoquinoline), [H][H] (hydrogen). Reagents/catalysts: [Pd] (Pd-C). Run in CC(=O)O (HOAc). Product: OC1=C2CCNC(C2=CC=C1)=O (3,4-Dihydro-5-hydroxy-1(2H)-isoquinolinone). Isolated yield 86.4%. As a reaction SMILES: [OH:1][C:2]1[C:11]2[C:6](=[C:7]([OH:12])[CH:8]=[CH:9][CH:10]=2)[CH:5]=[CH:4][N:3]=1.[H][H]>CC(O)=O.[Pd]>[OH:12][C:7]1[CH:8]=[CH:9][CH:10]=[C:11]2[C:6]=1[CH2:5][CH2:4][NH:3][C:2]2=[O:1]. Procedure details: A mixture of 10.0 g (62.0 mmol) of 1,5-dihydroxyisoquinoline in 500 ml of HOAc and 2 g of 20% Pd-C was hydrogenated at room temperature until the required amount of hydrogen was absorbed. The solution was filtered and concentrated. The resulting solid was recrystallized from water (200 ml) to give 8.74 g (86%) of product; mp 195°-198°. The reactants are [OH-].[K+] (potassium hydroxide), ClCCCCCCO (6-chlorohexanol), OC1=CC=C(C=CC(=O)O)C=C1 (4-hydroxycinnamic acid), [I-].[K+] (potassium iodide). The solvent is O (water), O (water), C(C)O (ethanol). Reaction conditions: temperature 35 celsius. Product: OCCCCCCOC1=CC=C(C=CC(=O)O)C=C1 (4-(6-Hydroxyhexyloxy)-cinnamic acid). RXN SMILES: [OH:1][C:2]1[CH:12]=[CH:11][C:5]([CH:6]=[CH:7][C:8]([OH:10])=[O:9])=[CH:4][CH:3]=1.[I-].[K+].[OH-].[K+].Cl[CH2:18][CH2:19][CH2:20][CH2:21][CH2:22][CH2:23][OH:24]>C(O)C.O>[OH:24][CH2:23][CH2:22][CH2:21][CH2:20][CH2:19][CH2:18][O:1][C:2]1[CH:3]=[CH:4][C:5]([CH:6]=[CH:7][C:8]([OH:10])=[O:9])=[CH:11][CH:12]=1 |f:1.2,3.4|. Procedure details: To a mixture of 24.62 g (0.15 mole) 4-hydroxycinnamic acid and 0.29 g (1.65 mmole) of potassium iodide in 60 ml of ethanol were added under a nitrogen atmosphere in 10 min a solution of 20.72 g (0.314 mole) of potassium hydroxide in 60 ml of water using a dropping funnel. The resulting solution was heated to 30-40° C. and 6-chlorohexanol (22.54 g, 0.165 mole) was then added in about 10 min. The solution was then refluxed overnight. After cooling, 70 ml of water were added to the solid reaction m...